Dataset: the Open Reaction Database (ORD), a public repository of structured organic reaction records. Task: describe an organic reaction: reactants, conditions, products, and yield Starting materials: BrCC1=C(C=CC=C1)F (1-(bromomethyl)-2-fluorobenzene), OC1=C(SC(=C1)N1C=NC2=C1C=NC=C2)C(=O)OC (methyl 3-hydroxy-5-(3H-imidazo[4,5-c]pyridin-3-yl)thiophene-2-carboxylate), C([O-])([O-])=O.[K+].[K+] (potassium carbonate). The solvent is CN(C)C=O (DMF). The product is FC1=C(COC2=C(SC(=C2)N2C=NC3=C2C=NC=C3)C(=O)OC)C=CC=C1 (methyl 3-[(2-fluorobenzyl)oxy]-5-(3H-imidazo[4,5-c]pyridin-3-yl)thiophene-2-carboxylate). Reaction SMILES: Br[CH2:2][C:3]1[CH:8]=[CH:7][CH:6]=[CH:5][C:4]=1[F:9].[OH:10][C:11]1[CH:15]=[C:14]([N:16]2[C:20]3[CH:21]=[N:22][CH:23]=[CH:24][C:19]=3[N:18]=[CH:17]2)[S:13][C:12]=1[C:25]([O:27][CH3:28])=[O:26].C(=O)([O-])[O-].[K+].[K+]>CN(C=O)C>[F:9][C:4]1[CH:5]=[CH:6][CH:7]=[CH:8][C:3]=1[CH2:2][O:10][C:11]1[CH:15]=[C:14]([N:16]2[C:20]3[CH:21]=[N:22][CH:23]=[CH:24][C:19]=3[N:18]=[CH:17]2)[S:13][C:12]=1[C:25]([O:27][CH3:28])=[O:26] |f:2.3.4|. Reported procedure: In a similar manner as described for example B11, 81.7 mg of 1-(bromomethyl)-2-fluorobenzene, 100 mg of methyl 3-hydroxy-5-(3H-imidazo[4,5-c]pyridin-3-yl)thiophene-2-carboxylate, and 59.7 mg of potassium carbonate in 3 ml anhydrous DMF give methyl 3-[(2-fluorobenzyl)oxy]-5-(3H-imidazo[4,5-c]pyridin-3-yl)thiophene-2-carboxylate as crude material that is used for step 2 without further purification.